This data is from the Open Reaction Database (ORD), a public repository of structured organic reaction records. The task is: describe an organic reaction: reactants, conditions, products, and yield Starting materials: [Br-], Br, O=C([O-])O, COc1ccc2nc(-c3ccc(N(C)C)nc3)oc2c1, CCCC[N+](CCCC)(CCCC)CCCC, [Na+]. Yields the product CN(C)c1ccc(-c2nc3ccc(O)cc3o2)cn1. Reaction SMILES: [Br-:27].[BrH:21].[C:22](=[O:23])([OH:24])[O-:25].[CH3:1][O:2][c:3]1[cH:4][c:5]2[c:6]([n:7][c:8](-[c:10]3[cH:11][cH:12][c:13]([N:16]([CH3:17])[CH3:18])[n:14][cH:15]3)[o:9]2)[cH:19][cH:20]1.[CH3:28][CH2:29][CH2:30][CH2:31][N+:32]([CH2:33][CH2:34][CH2:35][CH3:36])([CH2:37][CH2:38][CH2:39][CH3:40])[CH2:41][CH2:42][CH2:43][CH3:44].[Na+:26]>>[OH:2][c:3]1[cH:4][c:5]2[c:6]([n:7][c:8](-[c:10]3[cH:11][cH:12][c:13]([N:16]([CH3:17])[CH3:18])[n:14][cH:15]3)[o:9]2)[cH:19][cH:20]1. Starting materials: C1(CCCC1)N1N=C(C(=C1N)C(=O)N)CC (1-cyclopentyl-3-ethyl-5-amino-1H-pyrazole-4-carboxamide), [N+](=O)([O-])C1=CC=C(C=O)C=C1 (4-nitrobenzaldehyde), CS(=O)(=O)O (methanesulfonic acid), xylenes, C (DARCO). The solvent is C(C)O (Ethanol). Run at time 6 hour. Yields the product C1(CCCC1)N1NC(=C2C1=NC(=NC2=O)C2=CC=C(C=C2)[N+](=O)[O-])CC (1-cyclopentyl-3-ethyl-6-(4-nitrophenyl)pyrazolo[3,4-d]pyrimidin-4-one). Isolated yield 16.7%. RXN SMILES: [CH:1]1([N:6]2[C:10]([NH2:11])=[C:9]([C:12]([NH2:14])=[O:13])[C:8]([CH2:15][CH3:16])=[N:7]2)[CH2:5][CH2:4][CH2:3][CH2:2]1.[N+:17]([C:20]1[CH:27]=[CH:26][C:23]([CH:24]=O)=[CH:22][CH:21]=1)([O-:19])=[O:18].CS(O)(=O)=O.C>C(O)C>[CH:1]1([N:6]2[C:10]3=[N:11][C:24]([C:23]4[CH:26]=[CH:27][C:20]([N+:17]([O-:19])=[O:18])=[CH:21][CH:22]=4)=[N:14][C:12](=[O:13])[C:9]3=[C:8]([CH2:15][CH3:16])[NH:7]2)[CH2:2][CH2:3][CH2:4][CH2:5]1. Reported procedure: A mixture of 1-cyclopentyl-3-ethyl-5-amino-1H-pyrazole-4-carboxamide (2.0 g, 9 mmol), 4-nitrobenzaldehyde (2.04 g, 13.5 mmol), methanesulfonic acid (0.25 ml) and xylenes (50 ml) was heated at reflux overnight, followed by an additional 6 hours. Ethanol (200 ml) was added to the reaction mixture, which was then refluxed and then treated with DARCO®. The reaction mixture was filtered, concentrated to 100 ml and then cooled. Yellow needles formed, which were collected by filtration and washed with ... Reactants: C(=O)O (formic acid), CC(CNCCOC1=CC(=NC(=C1)CO)CO)(C)SSC (4-[2-(2-methyl-2-(methyldisulphanyl)propylamino)ethoxy]-2,6-bis(hydroxymethyl)pyridine), [OH-].[Na+] (sodium hydroxide). Solvent: C=O (formaldehyde). Run at temperature 100 celsius. Yields the product CN(CCOC1=CC(=NC(=C1)CO)CO)CC(C)(SSC)C (4-{2-[methyl(2-methyl-2-(methyldisulphanyl)propyl)amino]ethoxy}-2,6-bis(hydroxymethyl)pyridine). Reaction SMILES: [CH:1](O)=O.[CH3:4][C:5]([S:22][S:23][CH3:24])([CH3:21])[CH2:6][NH:7][CH2:8][CH2:9][O:10][C:11]1[CH:16]=[C:15]([CH2:17][OH:18])[N:14]=[C:13]([CH2:19][OH:20])[CH:12]=1.[OH-].[Na+]>C=O>[CH3:1][N:7]([CH2:6][C:5]([CH3:4])([S:22][S:23][CH3:24])[CH3:21])[CH2:8][CH2:9][O:10][C:11]1[CH:12]=[C:13]([CH2:19][OH:20])[N:14]=[C:15]([CH2:17][OH:18])[CH:16]=1 |f:2.3|. Procedure: 365 μl of formic acid are added to a suspension, cooled to 0° C., of 322 mg of 4-[2-(2-methyl-2-(methyldisulphanyl)propylamino)ethoxy]-2,6-bis(hydroxymethyl)pyridine in 262 μl of formaldehyde. The mixture is heated at 100° C. for 1¼ hours. After returning to ambient temperature, the mixture is hydrolysed and then a 5N aqueous sodium hydroxide solution is added until a pH=12 is obtained. The aqueous phase is extracted 3× with AcOEt and the combined organic phases are dried over MgSO4 and concentr... Reactants: CC(C)(C)Nc1c(F)c(F)nc(NCc2ccccc2)c1F, CC(=O)O. The product is CC(C)(C)Nc1c(F)c(N)nc(F)c1F. As a reaction SMILES: [CH2:1]([c:2]1[cH:3][cH:4][cH:5][cH:6][cH:7]1)[NH:8][c:9]1[n:10][c:11]([F:22])[c:12]([F:21])[c:13]([NH:16][C:17]([CH3:18])([CH3:19])[CH3:20])[c:14]1[F:15].[CH3:23][C:24](=[O:25])[OH:26]>>[NH2:8][c:9]1[n:10][c:11]([F:22])[c:12]([F:21])[c:13]([NH:16][C:17]([CH3:18])([CH3:19])[CH3:20])[c:14]1[F:15]. Starting materials: CC(O)(CSc1ccc(F)cc1)C(=O)Nc1ccc(C#N)c(C(F)(F)F)c1, O=C([O-])[O-], CC#N, CO, [K+], [K+], O, OO. Yields the product CC(O)(CS(=O)(=O)c1ccc(F)cc1)C(=O)Nc1ccc(C#N)c(C(F)(F)F)c1. As a reaction SMILES: [C:1](#[N:2])[c:3]1[c:4]([C:24]([F:25])([F:26])[F:27])[cH:5][c:6]([NH:9][C:10]([C:11]([CH2:12][S:13][c:14]2[cH:15][cH:16][c:17]([F:20])[cH:18][cH:19]2)([CH3:21])[OH:22])=[O:23])[cH:7][cH:8]1.[C:28]([O-:29])(=[O:30])[O-:31].[CH3:37][C:38]#[N:39].[CH3:40][OH:41].[K+:32].[K+:33].[OH2:36].[OH:34][OH:35]>>[C:1](#[N:2])[c:3]1[c:4]([C:24]([F:25])([F:26])[F:27])[cH:5][c:6]([NH:9][C:10]([C:11]([CH2:12][S:13]([c:14]2[cH:15][cH:16][c:17]([F:20])[cH:18][cH:19]2)(=[O:29])=[O:36])([CH3:21])[OH:22])=[O:23])[cH:7][cH:8]1. The reactants are CN(C=O)C (dimethylformamide), C([O-])([O-])=O.[K+].[K+] (potassium carbonate), BrC1=C(CBr)C=CC=C1 (o-bromobenzyl bromide), CC(C)(C)NC=1OC(=C(N1)C(F)(F)F)C(=O)O (2-[(1,1-Dimethylethyl)amino]-4-(trifluoromethyl)-5-oxazolecarboxylic acid). Run in O (water). Yields the product CC(C)(C)NC=1OC(=C(N1)C(F)(F)F)C(=O)OCC1=C(C=CC=C1)Br (2-Bromobenzyl 2-[(1,1-dimethylethyl)amino]-4-(trifluoromethyl)-5-oxazolecarboxylate). Yield: 145.4%. RXN SMILES: CN(C)C=O.C(=O)([O-])[O-].[K+].[K+].[Br:12][C:13]1[CH:20]=[CH:19][CH:18]=[CH:17][C:14]=1[CH2:15]Br.[CH3:21][C:22]([NH:25][C:26]1[O:27][C:28]([C:35]([OH:37])=[O:36])=[C:29]([C:31]([F:34])([F:33])[F:32])[N:30]=1)([CH3:24])[CH3:23]>O>[CH3:24][C:22]([NH:25][C:26]1[O:27][C:28]([C:35]([O:37][CH2:15][C:14]2[CH:17]=[CH:18][CH:19]=[CH:20][C:13]=2[Br:12])=[O:36])=[C:29]([C:31]([F:32])([F:34])[F:33])[N:30]=1)([CH3:21])[CH3:23] |f:1.2.3|. Procedure: A reaction vessel was charged with 100 ml of dimethylformamide, 6.11 g (50 mmol) of potassium carbonate, and 18 g (72 mmol) of o-bromobenzyl bromide. With this mixture stirred at ambient temperature under a nitrogen atmosphere, there was added 10 g (40 mmol) of 2-[(1,1-dimethylethyl)amino]-4-trifluoromethyl-5-oxazolecarboxylic acid (prepared by Example 26). The reaction mixture was stirred at ambient temperature for 18 hours. Then, the mixture was added to water and extracted three times with et... The solvent is C1CCOC1 (THF). Procedure: 2,8-Dimethyl-5-((2-(pyridin-4-yl)oxiran-2-yl)methyl)-2,3,4,5-tetrahydro-1H-pyrido[4,3-b]indole (100 mg, 0.3 mmol) was added to 2M dimethyl amine solution in THF (5 mL) and the reaction mixture was allowed to stir at 60° C. overnight. The progress of reaction was monitored by LCMS. The solvent was removed under reduced pressure to obtain a crude oily product that was purified by reverse phase HPLC to afford 5 mg of 1-(2,8-dimethyl-3,4-dihydro-1H-pyrido[4,3-b]indol-5(2H)-yl)-3-(dimethylamino)-2-(p... Reactants: CN1CC2=C(N(C=3C=CC(=CC23)C)CC2(OC2)C2=CC=NC=C2)CC1 (2,8-Dimethyl-5-((2-(pyridin-4-yl)oxiran-2-yl)methyl)-2,3,4,5-tetrahydro-1H-pyrido[4,3-b]indole), CNC (dimethyl amine). The product is CN1CC2=C(N(C=3C=CC(=CC23)C)CC(CN(C)C)(O)C2=CC=NC=C2)CC1 (1-(2,8-dimethyl-3,4-dihydro-1H-pyrido[4,3-b]indol-5(2H)-yl)-3-(dimethylamino)-2-(pyridin-4-yl)propan-2-ol). RXN SMILES: [CH3:1][N:2]1[CH2:25][CH2:24][C:5]2[N:6]([CH2:14][C:15]3([C:18]4[CH:23]=[CH:22][N:21]=[CH:20][CH:19]=4)[CH2:17][O:16]3)[C:7]3[CH:8]=[CH:9][C:10]([CH3:13])=[CH:11][C:12]=3[C:4]=2[CH2:3]1.[CH3:26][NH:27][CH3:28]>C1COCC1>[CH3:1][N:2]1[CH2:25][CH2:24][C:5]2[N:6]([CH2:14][C:15]([C:18]3[CH:19]=[CH:20][N:21]=[CH:22][CH:23]=3)([OH:16])[CH2:17][N:27]([CH3:28])[CH3:26])[C:7]3[CH:8]=[CH:9][C:10]([CH3:13])=[CH:11][C:12]=3[C:4]=2[CH2:3]1. Conditions: temperature 60 celsius, time 8 hour. Reactants: CC(C)(C)[O-], CCOCC, [K+], OCCS, C=C(Cc1cccc2ccccc12)C(=O)OCC. Product: CCOC(=O)C(CSCCO)Cc1cccc2ccccc12. As a reaction SMILES: [CH3:19][C:20]([CH3:21])([O-:22])[CH3:23].[CH3:29][CH2:30][O:31][CH2:32][CH3:33].[K+:24].[SH:25][CH2:26][CH2:27][OH:28].[c:1]1([CH2:11][C:12]([C:13](=[O:14])[O:15][CH2:16][CH3:17])=[CH2:18])[cH:2][cH:3][cH:4][c:5]2[cH:6][cH:7][cH:8][cH:9][c:10]12>>[c:1]1([CH2:11][CH:12]([C:13](=[O:14])[O:15][CH2:16][CH3:17])[CH2:18][S:25][CH2:26][CH2:27][OH:28])[cH:2][cH:3][cH:4][c:5]2[cH:6][cH:7][cH:8][cH:9][c:10]12. Starting materials: CC(=O)O, CC[O-], CCO, CS(C)=O, CCOC(C)=O, [Na+], O=CC1CCOCC1, CCOC(=O)Cc1ccc(-n2ccnn2)cc1. Product: CCOC(=O)C(=CC1CCOCC1)c1ccc(-n2ccnn2)cc1. RXN SMILES: [C:30]([OH:31])(=[O:32])[CH3:33].[CH3:1][CH2:2][O-:3].[CH3:34][CH2:35][OH:36].[CH3:37][S:38]([CH3:39])=[O:40].[CH3:41][CH2:42][O:43][C:44]([CH3:45])=[O:46].[Na+:4].[O:22]1[CH2:23][CH2:24][CH:25]([CH:28]=[O:29])[CH2:26][CH2:27]1.[n:5]1(-[c:10]2[cH:11][cH:12][c:13]([CH2:16][C:17](=[O:18])[O:19][CH2:20][CH3:21])[cH:14][cH:15]2)[n:6][n:7][cH:8][cH:9]1>>[n:5]1(-[c:10]2[cH:11][cH:12][c:13]([C:16]([C:17](=[O:18])[O:19][CH2:20][CH3:21])=[CH:28][CH:25]3[CH2:24][CH2:23][O:22][CH2:27][CH2:26]3)[cH:14][cH:15]2)[n:6][n:7][cH:8][cH:9]1. The reactants are OC=1C(=C(C(=O)O)C=C(C1)O)C (3,5-dihydroxy-2-methylbenzoic acid), [Cl-].[NH4+] (ammonium chloride). Run in N (ammonia). Conditions: temperature 180 celsius. The product is NC=1C=C(C(=C(C(=O)O)C1)C)O (5-amino-3-hydroxy-2-methylbenzoic acid). Yield: 35.9%. Reaction SMILES: [OH:1][C:2]1[C:3]([CH3:12])=[C:4]([CH:8]=[C:9](O)[CH:10]=1)[C:5]([OH:7])=[O:6].[Cl-].[NH4+:14]>N>[NH2:14][C:9]1[CH:10]=[C:2]([OH:1])[C:3]([CH3:12])=[C:4]([CH:8]=1)[C:5]([OH:7])=[O:6] |f:1.2|. Reported procedure: A mixture of 7.00 g of 3,5-dihydroxy-2-methylbenzoic acid, 5.40 g of ammonium chloride, and 20 ml of 25% aqueous ammonia was heated to 180° C. for 40 hours in a pressure vessel. After cooling, the mixture was evaporated in vacuo. The residue was taken up in 230 ml of 6N hydrochloric acid, and the mixture was heated at reflux for 16 hours. After cooling, unsoluble material was removed by filtration, and the filtrate was evaporated in vacuo. The residue was supended in 100 ml of water, the pH of t...